Dataset: the Open Reaction Database (ORD), a public repository of structured organic reaction records. Task: describe an organic reaction: reactants, conditions, products, and yield The reactants are CO\N=C(/C#CC)\C1=C(C=C(C=C1)F)F ((E)-1-(2,4-difluorophenyl)but-2-yn-1-one O-methyl oxime), ICl (Iodine monochloride), S(=S)(=O)([O-])[O-].[Na+].[Na+] (sodium thiosulfate). The solvent is C(Cl)Cl (DCM), C(Cl)Cl (DCM). Conditions: time 1 hour. The product is FC1=C(C=CC(=C1)F)C1=NOC(=C1I)C (3-(2,4-Difluorophenyl)-4-iodo-5-methylisoxazole). The yield is 46.9%. RXN SMILES: [I:1]Cl.C[O:4]/[N:5]=[C:6](/[C:10]1[CH:15]=[CH:14][C:13]([F:16])=[CH:12][C:11]=1[F:17])\[C:7]#[C:8][CH3:9].S([O-])([O-])(=O)=S.[Na+].[Na+]>C(Cl)Cl>[F:17][C:11]1[CH:12]=[C:13]([F:16])[CH:14]=[CH:15][C:10]=1[C:6]1[C:7]([I:1])=[C:8]([CH3:9])[O:4][N:5]=1 |f:2.3.4|. Reported procedure: Iodine monochloride (2.13 g, 13.1 mmol) was dissolved in DCM (15 mL) then the solution was added over about 10 min to the (E)-1-(2,4-difluorophenyl)but-2-yn-1-one O-methyl oxime (2.29 g, 10.9 mmol) in DCM (100 mL). The mixture was stirred for about 1 h then saturated aqueous sodium thiosulfate (50 mL) was added. The mixture was stirred for about 10 min then the layers were separated. The aqueous layer was extracted with DCM (25 mL) then the combined organics were dried over MgSO4, filtered and c...